This data is from the Open Reaction Database (ORD), a public repository of structured organic reaction records. The task is: describe an organic reaction: reactants, conditions, products, and yield The reactants are [N+](=O)([O-])C=1C=NC2=CC=CC=C2C1NCCCNC(C1=CC=CC=C1)=O (N1-{3-[(3-nitroquinolin-4-yl)amino]propyl}benzamide), diamine, C(C)C(C([O-])([O-])[O-])(CC)CC (triethylorthoacetate). The product is CC=1N(C2=C(C=NC=3C=CC=CC23)N1)CCCNC(C1=CC=CC=C1)=O (N1-[3-(2-methyl-1H-imidazo[4,5-c]quinolin-1-yl)propyl]benzamide). As a reaction SMILES: [N+:1]([C:4]1[CH:5]=[N:6][C:7]2[C:12]([C:13]=1[NH:14][CH2:15][CH2:16][CH2:17][NH:18][C:19](=[O:26])[C:20]1[CH:25]=[CH:24][CH:23]=[CH:22][CH:21]=1)=[CH:11][CH:10]=[CH:9][CH:8]=2)([O-])=O.[CH2:27](C(CC)(CC)C([O-])([O-])[O-])[CH3:28]>>[CH3:27][C:28]1[N:14]([CH2:15][CH2:16][CH2:17][NH:18][C:19](=[O:26])[C:20]2[CH:25]=[CH:24][CH:23]=[CH:22][CH:21]=2)[C:13]2[C:12]3[CH:11]=[CH:10][CH:9]=[CH:8][C:7]=3[N:6]=[CH:5][C:4]=2[N:1]=1. Procedure: Using the general method of Example 11 Part C, N1-{3-[(3-nitroquinolin-4-yl)amino]propyl}benzamide (2.0 g, 5.7 mmol) was reduced to the diamine and then reacted with triethylorthoacetate to provide 0.74 g of N1-[3-(2-methyl-1H-imidazo[4,5-c]quinolin-1-yl)propyl]benzamide as a sticky dark yellow solid.